Dataset: the Open Reaction Database (ORD), a public repository of structured organic reaction records. Task: describe an organic reaction: reactants, conditions, products, and yield Reactants: CCCCCCCCCCCCOC(C)c1ccc(C(=O)OCc2ccccc2)cc1, CO, Cl, [Na+], [OH-]. Yields the product CCCCCCCCCCCCOC(C)c1ccc(C(=O)O)cc1. Reaction SMILES: [CH2:1]([CH2:2][CH2:3][CH2:4][CH2:5][CH2:6][CH2:7][CH2:8][CH2:9][CH2:10][CH2:11][CH3:12])[O:13][CH:14]([CH3:15])[c:16]1[cH:17][cH:18][c:19]([C:20](=[O:21])[O:22][CH2:23][c:24]2[cH:25][cH:26][cH:27][cH:28][cH:29]2)[cH:30][cH:31]1.[CH3:35][OH:36].[ClH:34].[Na+:33].[OH-:32]>>[CH2:1]([CH2:2][CH2:3][CH2:4][CH2:5][CH2:6][CH2:7][CH2:8][CH2:9][CH2:10][CH2:11][CH3:12])[O:13][CH:14]([CH3:15])[c:16]1[cH:17][cH:18][c:19]([C:20](=[O:21])[OH:22])[cH:30][cH:31]1. The reactants are CS(=O)(=O)Oc1cc(N)c(F)cc1Cl, [Cl-], Cl, O=N[O-], [Na+], [Na+], [OH-], O, O. Yields the product CS(=O)(=O)Oc1cc(NN)c(F)cc1Cl. As a reaction SMILES: [CH3:1][S:2](=[O:3])(=[O:4])[O:5][c:6]1[c:7]([Cl:14])[cH:8][c:9]([F:13])[c:10]([NH2:12])[cH:11]1.[Cl-:21].[ClH:15].[N:16]([O-:17])=[O:18].[Na+:19].[Na+:23].[OH-:22].[OH2:20].[OH2:24]>>[CH3:1][S:2](=[O:3])(=[O:4])[O:5][c:6]1[c:7]([Cl:14])[cH:8][c:9]([F:13])[c:10]([NH:12][NH2:16])[cH:11]1. Starting materials: [K].S(=O)(=O)(O)CCCNC(SC)=S (methyl 3-sulfopropyldithiocarbamate potassium salt), [N-]=[N+]=[N-].[Na+] (sodium azide). Yields the product S(=O)(=O)(O)CCCN1N=NN=C1S (1-(3-sulfopropyl)tetrazole-5-thiol). As a reaction SMILES: [K].[S:2]([CH2:6][CH2:7][CH2:8][NH:9][C:10](=[S:13])SC)([OH:5])(=[O:4])=[O:3].[N-:14]=[N+:15]=[N-:16].[Na+]>>[S:2]([CH2:6][CH2:7][CH2:8][N:9]1[C:10]([SH:13])=[N:16][N:15]=[N:14]1)([OH:5])(=[O:4])=[O:3] |f:0.1,2.3,^1:0|. Procedure: Reaction of methyl 3-sulfopropyldithiocarbamate potassium salt with sodium azide as described in Example 7 gave 1-(3-sulfopropyl)tetrazole-5-thiol. Starting materials: CC(=O)Cl, CCOC(C)=O, Cl, NC(C(=O)O)c1ccc2c(c1)CCO2, [Na+], [OH-], O. Yields the product CC(=O)NC(C(=O)O)c1ccc2c(c1)CCO2. Reaction SMILES: [CH3:16][C:17]([Cl:18])=[O:19].[CH3:23][CH2:24][O:25][C:26](=[O:27])[CH3:28].[ClH:20].[NH2:1][CH:2]([C:3](=[O:4])[OH:5])[c:6]1[cH:7][cH:8][c:9]2[c:10]([cH:14]1)[CH2:11][CH2:12][O:13]2.[Na+:22].[OH-:21].[OH2:15]>>[NH:1]([CH:2]([C:3](=[O:4])[OH:5])[c:6]1[cH:7][cH:8][c:9]2[c:10]([cH:14]1)[CH2:11][CH2:12][O:13]2)[C:17]([CH3:16])=[O:19].